Task: describe an organic reaction: reactants, conditions, products, and yield. Dataset: the Open Reaction Database (ORD), a public repository of structured organic reaction records Reactants: CN1C(=NC=C1)C1=CC=C(OC2C(C)O2)C=C1 (p-(N-methyl-2-imidazolyl)phenoxy-1,2-epoxypropane), COC=1C=C(CCN)C=CC1OC (3,4-dimethoxyphenethylamine). Run in C(C)(C)O (isopropanol). Run at temperature 70 celsius, time 18 hour. Product: COC=1C=C(C=CC1OC)CCNCC(COC1=CC=C(C=C1)C=1N(C=CN1)C)O (2-[p-[[3-[2-(3,4-dimethoxyphenyl)ethylamino]]-2-hydroxypropoxy]phenyl]-N-methyl imidazole). Reaction SMILES: [CH3:1][N:2]1[CH:6]=[CH:5][N:4]=[C:3]1[C:7]1[CH:17]=[CH:16][C:10]([O:11][CH:12]2[O:15][CH:13]2[CH3:14])=[CH:9][CH:8]=1.[CH3:18][O:19][C:20]1[CH:21]=[C:22]([CH:26]=[CH:27][C:28]=1[O:29][CH3:30])[CH2:23][CH2:24][NH2:25]>C(O)(C)C>[CH3:18][O:19][C:20]1[CH:21]=[C:22]([CH2:23][CH2:24][NH:25][CH2:14][CH:13]([OH:15])[CH2:12][O:11][C:10]2[CH:16]=[CH:17][C:7]([C:3]3[N:2]([CH3:1])[CH:6]=[CH:5][N:4]=3)=[CH:8][CH:9]=2)[CH:26]=[CH:27][C:28]=1[O:29][CH3:30]. Procedure: Compound 7 was dissolved in isopropanol (45 ml) and a solution of 3,4-dimethoxyphenethylamine (4.5 g., 0.025 ml.) was added dropwise. After the addition the solution was heated with stirring at 70° C. After 18 hours, the solution was concentrated to dryness. The residue was chromatographed on silica gel and the product eluted with CHCl3 saturated with NH3. The product was crystallized from HCl/EtOH and recrystallized from isopropanol to yield 2.7 g. of 8, mp 192°-194° C.; 'H NMR (DMSO-6) 3.05 (6...